Dataset: the Open Reaction Database (ORD), a public repository of structured organic reaction records. Task: describe an organic reaction: reactants, conditions, products, and yield Reactants: C(C1=CC=CC=C1)OC(=O)C1(CCCC1)N(CCCO)S(=O)(=O)C1=CC=C(C=C1)OC1=CC=C(C=C1)F (1-[[4-(4-fluorophenoxy)benzenesulfonyl]-(3-hydroxypropyl)amino]cyclopentanecarboxylic acid benzyl ester), CC(=O)C.OS(=O)(=O)O.O=[Cr](=O)=O (Jones reagent). Solvent: CC(=O)C (acetone). Reaction conditions: time 1 hour. The product is C(C1=CC=CC=C1)OC(=O)C1(CCCC1)N(S(=O)(=O)C1=CC=C(C=C1)OC1=CC=C(C=C1)F)CCC(=O)O (1{(2-carboxyethyl)-[4-(4-fluorophenoxy)benzenesulfonyl]amino}cyclopentane carboxylic acid benzyl ester). Reaction SMILES: [CH2:1]([O:8][C:9]([C:11]1([N:16]([S:21]([C:24]2[CH:29]=[CH:28][C:27]([O:30][C:31]3[CH:36]=[CH:35][C:34]([F:37])=[CH:33][CH:32]=3)=[CH:26][CH:25]=2)(=[O:23])=[O:22])[CH2:17][CH2:18][CH2:19][OH:20])[CH2:15][CH2:14][CH2:13][CH2:12]1)=[O:10])[C:2]1[CH:7]=[CH:6][CH:5]=[CH:4][CH:3]=1.CC(C)=[O:40].OS(O)(=O)=O.O=[Cr](=O)=O>CC(C)=O>[CH2:1]([O:8][C:9]([C:11]1([N:16]([CH2:17][CH2:18][C:19]([OH:40])=[O:20])[S:21]([C:24]2[CH:25]=[CH:26][C:27]([O:30][C:31]3[CH:36]=[CH:35][C:34]([F:37])=[CH:33][CH:32]=3)=[CH:28][CH:29]=2)(=[O:23])=[O:22])[CH2:12][CH2:13][CH2:14][CH2:15]1)=[O:10])[C:2]1[CH:7]=[CH:6][CH:5]=[CH:4][CH:3]=1 |f:1.2.3|. Reported procedure: A solution of the crude 1-[[4-(4-fluorophenoxy)benzenesulfonyl]-(3-hydroxypropyl)amino]cyclopentanecarboxylic acid benzyl ester (235 grams) in acetone (2 L) was cooled in an ice bath and treated with Jones reagent (about 200 mL) until an orange color persisted. The mixture was stirred from 0° C. to room temperature over 1 hour. After quenching excess oxidant with isopropanol (10 mL), the mixture was filtered and the filtrate was concentrated under vacuum. The residue was taken up in ethyl acetat...